This data is from the Open Reaction Database (ORD), a public repository of structured organic reaction records. The task is: describe an organic reaction: reactants, conditions, products, and yield Starting materials: B, O=C([O-])[O-], NC(=O)C(F)(F)c1ccccc1, [K+], [K+], C1CCOC1, O. The product is NCC(F)(F)c1ccccc1. As a reaction SMILES: [BH3:13].[C:14](=[O:15])([O-:16])[O-:17].[F:1][C:2]([C:3](=[O:4])[NH2:5])([c:6]1[cH:7][cH:8][cH:9][cH:10][cH:11]1)[F:12].[K+:18].[K+:19].[O:20]1[CH2:21][CH2:22][CH2:23][CH2:24]1.[OH2:25]>>[F:1][C:2]([CH2:3][NH2:5])([c:6]1[cH:7][cH:8][cH:9][cH:10][cH:11]1)[F:12]. Yields the product C(#N)C1=CC=C2C=3C(C4=C(C(C3NC2=C1)(C)C)C=C(C=C4)SCCC(=O)O)=O (3-(3-Cyano-6,6-dimethyl-11-oxo-6,11-dihydro-5H-benzo[b]carbazol-8-yl sulfanyl)-propionic acid). As a reaction SMILES: [C:1]([C:3]1[CH:15]=[C:14]2[C:6]([C:7]3[C:8](=[O:30])[C:9]4[CH:21]=[CH:20][C:19](OS(C(F)(F)F)(=O)=O)=[CH:18][C:10]=4[C:11]([CH3:17])([CH3:16])[C:12]=3[NH:13]2)=[CH:5][CH:4]=1)#[N:2].[SH:31][CH2:32][CH2:33][C:34]([OH:36])=[O:35]>>[C:1]([C:3]1[CH:15]=[C:14]2[C:6]([C:7]3[C:8](=[O:30])[C:9]4[CH:21]=[CH:20][C:19]([S:31][CH2:32][CH2:33][C:34]([OH:36])=[O:35])=[CH:18][C:10]=4[C:11]([CH3:17])([CH3:16])[C:12]=3[NH:13]2)=[CH:5][CH:4]=1)#[N:2]. Reactants: Compound B2-17, C(#N)C1=CC=C2C=3C(C4=C(C(C3NC2=C1)(C)C)C=C(C=C4)OS(=O)(=O)C(F)(F)F)=O (Trifluoro-methanesulfonic acid 3-cyano-6,6-dimethyl-11-oxo-6,11-dihydro-5H-benzo[b]carbazol-8-yl ester), SCCC(=O)O (3-mercaptopropionic acid). Procedure: Under the same conditions as the method for synthesizing Compound B2-17, the title compound was prepared from Compound B1 and 3-mercaptopropionic acid. Starting materials: C(C)(=O)OC1=C(C=CC=C1)C=1C=CC(NN1)=O (6-(2-acetoxyphenyl)-3(2H)pyridazinone), P(=O)(Cl)(Cl)Cl (phosphoryl chloride). Reaction conditions: time 8 hour. Product: ClC=1N=NC(=CC1)C1=C(C=CC=C1)OC(C)=O (3-chloro-6-(2-acetoxyphenyl)pyridazine). As a reaction SMILES: [C:1]([O:4][C:5]1[CH:10]=[CH:9][CH:8]=[CH:7][C:6]=1[C:11]1[CH:12]=[CH:13][C:14](=O)[NH:15][N:16]=1)(=[O:3])[CH3:2].P(Cl)(Cl)([Cl:20])=O>>[Cl:20][C:14]1[N:15]=[N:16][C:11]([C:6]2[CH:7]=[CH:8][CH:9]=[CH:10][C:5]=2[O:4][C:1](=[O:3])[CH3:2])=[CH:12][CH:13]=1. Procedure details: A mixture of 6-(2-acetoxyphenyl)-3(2H)pyridazinone (22.4g) and phosphoryl chloride (90 ml) was stirred and warmed at 55°-60° for 40 minutes. The phosphoryl chloride was removed under reduced pressure at 50° and the residual oil was poured on to ice (200 g). The mixture was allowed to stand overnight at 5° and was filtered to give 3-chloro-6-(2-acetoxyphenyl)pyridazine (23.1 g m.p. 131°-133.5°. A sample recrystallised from ethanol had m.p. 137°-138°.